This data is from the Open Reaction Database (ORD), a public repository of structured organic reaction records. The task is: describe an organic reaction: reactants, conditions, products, and yield The reactants are BrB(Br)Br, C=CCc1c(OC)c(=O)[nH]c2cc(Cl)ccc2c1=O, ClCCl. The product is C=CCc1c(O)c(=O)[nH]c2cc(Cl)ccc2c1=O. Reaction SMILES: [B:20]([Br:21])([Br:22])[Br:23].[CH2:1]([CH:2]=[CH2:3])[c:4]1[c:5](=[O:19])[c:6]2[c:7]([nH:8][c:9](=[O:13])[c:10]1[O:11][CH3:12])[cH:14][c:15]([Cl:18])[cH:16][cH:17]2.[Cl:24][CH2:25][Cl:26]>>[CH2:1]([CH:2]=[CH2:3])[c:4]1[c:5](=[O:19])[c:6]2[c:7]([nH:8][c:9](=[O:13])[c:10]1[OH:11])[cH:14][c:15]([Cl:18])[cH:16][cH:17]2.